Dataset: the Open Reaction Database (ORD), a public repository of structured organic reaction records. Task: describe an organic reaction: reactants, conditions, products, and yield The reactants are NC=1C=C(C=CC1)S(=O)(=O)N (3-amino-benzenesulfonamide), FC(OC1=CC=C(C(=O)Cl)C=C1)(F)F (4-trifluoromethoxy benzoyl chloride). The solvent is N1=CC=CC=C1 (pyridine). Reaction conditions: time 15 hour. Product: NS(=O)(=O)C=1C=C(C=CC1)NC(C1=CC=C(C=C1)OC(F)(F)F)=O (N-(3-(aminosulfonyl)phenyl)-4-(trifluoromethoxy)benzamide). As a reaction SMILES: [NH2:1][C:2]1[CH:3]=[C:4]([S:8]([NH2:11])(=[O:10])=[O:9])[CH:5]=[CH:6][CH:7]=1.[F:12][C:13]([F:25])([F:24])[O:14][C:15]1[CH:23]=[CH:22][C:18]([C:19](Cl)=[O:20])=[CH:17][CH:16]=1>N1C=CC=CC=1>[NH2:11][S:8]([C:4]1[CH:3]=[C:2]([NH:1][C:19](=[O:20])[C:18]2[CH:22]=[CH:23][C:15]([O:14][C:13]([F:12])([F:24])[F:25])=[CH:16][CH:17]=2)[CH:7]=[CH:6][CH:5]=1)(=[O:9])=[O:10]. Reported procedure: To a solution of 3-amino-benzenesulfonamide (17 mg, 0.10 mmol) in pyridine (1 mL) was added 4-trifluoromethoxy benzoyl chloride (16 μL, 0.10 mmol). The reaction was stirred at room temperature for 15 h and purified by preparative reverse phase HPLC using 10%-99% CH3CN (0.035% TFA)/H2O (0.05% TFA) to give N-(3-(aminosulfonyl)phenyl)-4-(trifluoromethoxy)benzamide. LC/MS: m/z 360.9 (M+H)+ at 3.02 min (10%-99% CH3CN (0.035% TFA)/H2O (0.05% TFA)).